From a dataset of the Open Reaction Database (ORD), a public repository of structured organic reaction records. describe an organic reaction: reactants, conditions, products, and yield Reactants: CC(=O)O, CN1CCC(=O)CC1, CO, NCc1ccc(Cl)cc1. Yields the product CN1CCC(NCc2ccc(Cl)cc2)CC1. RXN SMILES: [CH3:18][C:19](=[O:20])[OH:21].[CH3:1][N:2]1[CH2:3][CH2:4][C:5](=[O:8])[CH2:6][CH2:7]1.[CH3:22][OH:23].[Cl:9][c:10]1[cH:11][cH:12][c:13]([CH2:14][NH2:15])[cH:16][cH:17]1>>[CH3:1][N:2]1[CH2:3][CH2:4][CH:5]([NH:15][CH2:14][c:13]2[cH:12][cH:11][c:10]([Cl:9])[cH:17][cH:16]2)[CH2:6][CH2:7]1. The reactants are [Br-], c1ccc(COc2cc3cc[nH]c3cc2OCc2ccccc2)cc1, CC[Mg+], CC1(C)C(C(=O)Cl)C1(C)C, [Cl-], [Cl-], ClCCl, [Zn+2]. Product: CC1(C)C(C(=O)c2c[nH]c3cc(OCc4ccccc4)c(OCc4ccccc4)cc23)C1(C)C. Reaction SMILES: [Br-:26].[CH2:1]([c:2]1[cH:3][cH:4][cH:5][cH:6][cH:7]1)[O:8][c:9]1[cH:10][c:11]2[cH:12][cH:13][nH:14][c:15]2[cH:16][c:17]1[O:18][CH2:19][c:20]1[cH:21][cH:22][cH:23][cH:24][cH:25]1.[CH2:27]([Mg+:28])[CH3:29].[CH3:30][C:31]1([CH3:39])[CH:32]([C:36](=[O:37])[Cl:38])[C:33]1([CH3:34])[CH3:35].[Cl-:43].[Cl-:45].[Cl:40][CH2:41][Cl:42].[Zn+2:44]>>[CH2:1]([c:2]1[cH:3][cH:4][cH:5][cH:6][cH:7]1)[O:8][c:9]1[cH:10][c:11]2[c:12]([C:36]([CH:32]3[C:31]([CH3:30])([CH3:39])[C:33]3([CH3:34])[CH3:35])=[O:37])[cH:13][nH:14][c:15]2[cH:16][c:17]1[O:18][CH2:19][c:20]1[cH:21][cH:22][cH:23][cH:24][cH:25]1. Starting materials: O=C([O-])[O-], COC(=O)c1cc(O)cc(C#N)c1, COCCCl, CN(C)C=O, CCOC(C)=O, [K+], [K+]. Yields the product COCCOc1cc(C#N)cc(C(=O)OC)c1. Reaction SMILES: [C:14](=[O:15])([O-:16])[O-:17].[C:1](#[N:2])[c:3]1[cH:4][c:5]([C:6](=[O:7])[O:8][CH3:9])[cH:10][c:11]([OH:13])[cH:12]1.[CH3:20][O:21][CH2:22][CH2:23][Cl:24].[CH3:25][N:26]([CH3:27])[CH:28]=[O:29].[CH3:30][CH2:31][O:32][C:33](=[O:34])[CH3:35].[K+:18].[K+:19]>>[C:1](#[N:2])[c:3]1[cH:4][c:5]([C:6](=[O:7])[O:8][CH3:9])[cH:10][c:11]([O:13][CH2:23][CH2:22][O:21][CH3:20])[cH:12]1. Starting materials: C(C)(C)[O-].C(C)(C)[O-].C(C)(C)[O-].[Al+3] (aluminium triisopropanolate), C(C=C)(=O)O (acrylic acid), C(CCC)OCCOCCO (diethylene glycol monobutyl ether), COC1=CC=C(C=C1)O (4-methoxyphenol). Solvent: C(C)(C)O (isopropanol). Run at temperature 53 celsius. Product: C(C=C)(=O)[O-].C(C=C)(=O)[O-].C(C=C)(=O)[O-].[Al+3] (Aluminium Tri-Acrylate). Reaction SMILES: C([O-])(C)C.C([O-])(C)C.C([O-])(C)C.[Al+3:13].C(OCCOCCO)CCC.COC1C=CC(O)=CC=1.[C:34]([OH:38])(=[O:37])[CH:35]=[CH2:36]>C(O)(C)C>[C:34]([O-:38])(=[O:37])[CH:35]=[CH2:36].[C:34]([O-:38])(=[O:37])[CH:35]=[CH2:36].[C:34]([O-:38])(=[O:37])[CH:35]=[CH2:36].[Al+3:13] |f:0.1.2.3,8.9.10.11|. Reported procedure: Into the flask described hereinabove there were placed 102.1 g of aluminium triisopropanolate, 120.1 g of diethylene glycol monobutyl ether, and 0.7 g of 4-methoxyphenol. To this mixture there were added in drops using a dropping funnel 108 grams of acrylic acid. The acid was added during 15 minutes at room temperature (25° C.). Owing to the reaction heat, the temperature increased to 53° C. The mixture was cooled to 39° C. using a water bath. The product remained liquid and stable so that it co... Reactants: O1C(COC2=CC=C3C(C(=COC3=C2)C2=CC=CC=C2)=O)C1 (7-(2,3-epoxypropoxy)isoflavone), C1(CCCCCCC1)N (cyclooctylamine), Cl.CCO (HCl EtOH). The solvent is CC(C)O (iPrOH). Product: Cl.OC(COC1=CC=C2C(C(=COC2=C1)C1=CC=CC=C1)=O)CNC1CCCCCCC1 (7-(2-hydroxy-3-cyclooctylaminopropoxy)-isoflavone hydrochloride). Reaction SMILES: [O:1]1[CH2:22][CH:2]1[CH2:3][O:4][C:5]1[CH:14]=[C:13]2[C:8]([C:9](=[O:21])[C:10]([C:15]3[CH:20]=[CH:19][CH:18]=[CH:17][CH:16]=3)=[CH:11][O:12]2)=[CH:7][CH:6]=1.[CH:23]1([NH2:31])[CH2:30][CH2:29][CH2:28][CH2:27][CH2:26][CH2:25][CH2:24]1.[ClH:32].CCO>CC(O)C>[ClH:32].[OH:1][CH:2]([CH2:22][NH:31][CH:23]1[CH2:30][CH2:29][CH2:28][CH2:27][CH2:26][CH2:25][CH2:24]1)[CH2:3][O:4][C:5]1[CH:14]=[C:13]2[C:8]([C:9](=[O:21])[C:10]([C:15]3[CH:16]=[CH:17][CH:18]=[CH:19][CH:20]=3)=[CH:11][O:12]2)=[CH:7][CH:6]=1 |f:2.3,5.6|. Reported procedure: Using Method B, the reaction of 7-(2,3-epoxypropoxy)isoflavone with cyclooctylamine followed by acidification of the resulted free base with HCl/EtOH gave the hydrochloride as light yellow prisms, m.p. 185°-186° (iPrOH). Product: COC1=CC=C(C=C1)N1N=C(N=C1C1=CC=C(C=C1)OC)O (1,5-bis(4-methoxyphenyl)-1H-1,2,4-triazol-3-ol). Reported procedure: A mixture of 2-(4-methoxybenzoyl)-2-(4-methoxyphenyl)hydrazinecarboxamide (1.9 g, 6.03 mmol) in 10% potassium hydroxide solution (16 mL)-ethanol (8 mL) was heated at 60° C. for 1.5 hours. After cooling, the solvent was removed under reduced pressure. Water was added to the residue and the mixture was adjusted pH to ca. 2. A generated precipitate was isolated by filtration, washed with water, and dried in vacuo to give 1,5-bis(4-methoxyphenyl)-1H-1,2,4-triazol-3-ol (1.51 g, 84.3% yield). Starting materials: COC1=CC=C(C(=O)N(NC(=O)N)C2=CC=C(C=C2)OC)C=C1 (2-(4-methoxybenzoyl)-2-(4-methoxyphenyl)hydrazinecarboxamide), C(C)O (ethanol). As a reaction SMILES: [CH3:1][O:2][C:3]1[CH:23]=[CH:22][C:6]([C:7]([N:9]([C:14]2[CH:19]=[CH:18][C:17]([O:20][CH3:21])=[CH:16][CH:15]=2)[NH:10][C:11]([NH2:13])=[O:12])=O)=[CH:5][CH:4]=1.C(O)C>[OH-].[K+]>[CH3:21][O:20][C:17]1[CH:18]=[CH:19][C:14]([N:9]2[C:7]([C:6]3[CH:22]=[CH:23][C:3]([O:2][CH3:1])=[CH:4][CH:5]=3)=[N:13][C:11]([OH:12])=[N:10]2)=[CH:15][CH:16]=1 |f:2.3|. Conditions: temperature 60 celsius. The yield is 84.2%. The solvent is [OH-].[K+] (potassium hydroxide).